Dataset: the Open Reaction Database (ORD), a public repository of structured organic reaction records. Task: describe an organic reaction: reactants, conditions, products, and yield The reactants are O=C(Br)CBr, O=C([O-])O, ClC(Cl)Cl, Nc1ccc(Br)cc1C(=O)c1ccccc1F, [Na+]. Yields the product O=C(CBr)Nc1ccc(Br)cc1C(=O)c1ccccc1F. Reaction SMILES: [Br:23][CH2:24][C:25](=[O:26])[Br:27].[C:18](=[O:19])([OH:20])[O-:21].[Cl:28][CH:29]([Cl:30])[Cl:31].[NH2:1][c:2]1[c:3]([C:9](=[O:10])[c:11]2[c:12]([F:17])[cH:13][cH:14][cH:15][cH:16]2)[cH:4][c:5]([Br:8])[cH:6][cH:7]1.[Na+:22]>>[NH:1]([c:2]1[c:3]([C:9](=[O:10])[c:11]2[c:12]([F:17])[cH:13][cH:14][cH:15][cH:16]2)[cH:4][c:5]([Br:8])[cH:6][cH:7]1)[C:25]([CH2:24][Br:23])=[O:26]. Reactants: BrC1=C(CC(C1)(C(=O)OCC)C(=O)OCC)Br (1,2,-dibromo-4,4-di(carboethoxy)cyclopentene), [H-].C(C(C)C)[Al+]CC(C)C (diisobutylaluminum hydride), [OH-].[Na+] (sodium hydroxide), CC(=O)C (acetone). The solvent is C1CCOC1 (THF), O (Water). Yields the product BrC1=C(CC(C1)(CO)CO)Br (1,2-dibromo- 4,4-di (hydroxymethyl)cyclopentene). The yield is 84.8%. RXN SMILES: [Br:1][C:2]1[CH2:6][C:5]([C:12](OCC)=[O:13])([C:7](OCC)=[O:8])[CH2:4][C:3]=1[Br:17].[H-].C([Al+]CC(C)C)C(C)C.CC(C)=O.[OH-].[Na+]>C1COCC1.O>[Br:1][C:2]1[CH2:6][C:5]([CH2:7][OH:8])([CH2:12][OH:13])[CH2:4][C:3]=1[Br:17] |f:1.2,4.5|. Procedure details: Under nitrogen, a stirred solution of 8.7 g (23.5 mmol) of 1,2-dibromo-4,4-di(carboethoxy)cyclopentene (Step 4) in 70 mL of anhydrous THF at -78° C. was treated with 80 mL of diisobutylaluminum hydride (1.5 M in toluene) over a 20 minute period. The reaction was allowed to warm to ambient temperature overnight and was slowly treated with 20 mL of acetone followed by 10 mL of 2.5 N sodium hydroxide. Water (100 mL) was added and the solution extracted 5 times with ethyl acetate. The combined extra... Starting materials: C(C)S (ethyl mercaptan), C(C)(=O)OC1C(N=C(N1C)NC(=O)NC1=CC(=CC=C1)Cl)=O (N-(5-acetyloxy-4,5-dihydro-1-methyl-4-oxo-1H-imidazol-2-yl)-N'-(3-chlorophenyl)urea), compound, Cl (HCl). Solvent: C(C)#N (acetonitrile), CCOCC (ether). Product: ClC=1C=C(C=CC1)NC(=O)NC=1N(C(C(N1)=O)SCC)C (N-3-Chlorophenyl-N'-(5-ethylthio-4,5-dihydro-1-methyl-4-oxo-1H-imidazol-2-yl)urea). Yield: 73.2%. Reaction SMILES: C(O[CH:5]1[N:9]([CH3:10])[C:8]([NH:11][C:12]([NH:14][C:15]2[CH:20]=[CH:19][CH:18]=[C:17]([Cl:21])[CH:16]=2)=[O:13])=[N:7][C:6]1=[O:22])(=O)C.Cl.[CH2:24]([SH:26])[CH3:25]>CCOCC.C(#N)C>[Cl:21][C:17]1[CH:16]=[C:15]([NH:14][C:12]([NH:11][C:8]2[N:9]([CH3:10])[CH:5]([S:26][CH2:24][CH3:25])[C:6](=[O:22])[N:7]=2)=[O:13])[CH:20]=[CH:19][CH:18]=1. Procedure details: A solution of 3.00 g (9.20 mmol) of N-(5-acetyloxy-4,5-dihydro-1-methyl-4-oxo-1H-imidazol-2-yl)-N'-(3-chlorophenyl)urea, the compound of Example 1a, in 75 ml of anhydrous ether was treated with anhydrous HCl until no more precipitation occurred. The solid was filtered, washed with anhydrous ether and suspended in a mixture of 1.8 ml (25 mmol) of ethyl mercaptan and 30 ml of acetonitrile. After heating under reflux for 1 hr, the reaction mixture was evaporated in vacuo. The crystalline residue wa... Reactants: C(CC)(=O)C1=CC=NC=C1 (4-propionylpyridine), C(C1=CC=CC=C1)(=O)NN (benzhydrazide). The solvent is C(C)O (Ethanol). Yields the product N1=CC=C(C=C1)C(CC)=NNC(C1=CC=CC=C1)=O (benzoic acid [1-(4-pyridinyl)propylidene]hydrazide). Yield: 70.5%. Reaction SMILES: [C:1]([C:5]1[CH:10]=[CH:9][N:8]=[CH:7][CH:6]=1)(=O)[CH2:2][CH3:3].[C:11]([NH:19][NH2:20])(=[O:18])[C:12]1[CH:17]=[CH:16][CH:15]=[CH:14][CH:13]=1>C(O)C>[N:8]1[CH:9]=[CH:10][C:5]([C:1](=[N:20][NH:19][C:11](=[O:18])[C:12]2[CH:17]=[CH:16][CH:15]=[CH:14][CH:13]=2)[CH2:2][CH3:3])=[CH:6][CH:7]=1. Reported procedure: A mixture of 4.05 gm (0.03 mole) of 4-propionylpyridine, 4.08 gm (0.03 mole) of benzhydrazide and 100 ml of Ethanol is refluxed 6 hr. The hot solution is filtered. The filtrate is cooled to room temperature and then chilled in the refrigerator. The product is collected, washed with Skellysolve B and dried to yield 5.36 gm (71%) of the title compound having a melting point of 177.6° C.